Dataset: the Open Reaction Database (ORD), a public repository of structured organic reaction records. Task: describe an organic reaction: reactants, conditions, products, and yield Starting materials: CCOC(=O)c1noc(C(CCCC2CCCCC2)CC(=O)OC(C)(C)C)n1, CN1CCNCC1, CCO. The product is CN1CCN(C(=O)c2noc(C(CCCC3CCCCC3)CC(=O)OC(C)(C)C)n2)CC1. RXN SMILES: [C:1]([CH3:2])([CH3:3])([CH3:4])[O:5][C:6]([CH2:7][CH:8]([CH2:9][CH2:10][CH2:11][CH:12]1[CH2:13][CH2:14][CH2:15][CH2:16][CH2:17]1)[c:18]1[n:19][c:20]([C:23]([O:25][CH2:24][CH3:26])=[O:27])[n:21][o:22]1)=[O:28].[CH3:29][N:30]1[CH2:31][CH2:32][NH:33][CH2:34][CH2:35]1.[CH3:36][CH2:37][OH:38]>>[C:1]([CH3:2])([CH3:3])([CH3:4])[O:5][C:6]([CH2:7][CH:8]([CH2:9][CH2:10][CH2:11][CH:12]1[CH2:13][CH2:14][CH2:15][CH2:16][CH2:17]1)[c:18]1[n:19][c:20]([C:23](=[O:25])[N:33]2[CH2:32][CH2:31][N:30]([CH3:29])[CH2:35][CH2:34]2)[n:21][o:22]1)=[O:28]. Isolated yield 34.3%. Procedure: Prepared according to Example 102, using 3-aminopyridine (166 mg, 1.763 mmol, Sigma Aldrich), 2-(2-chloroquinolin-7-yl)-6,7-dihydro-1H-pyrrolo[3,2-c]pyridin-4(5H)-one (Example 1; 105 mg, 0.353 mmol), and 1.0 M LHMDS THF (1763 μl, 1.763 mmol, Sigma Aldrich) and stirring for 2.5 h at 25° C. Purification by washing of the mixture with saturated aq. NH4Cl provided 2-(2-(3-pyridinylamino)-8-quinolinyl)-1,5,6,7-tetrahydro-4H-pyrrolo[3,2-c]pyridin-4-one (43 mg, 34%). 1H NMR (400 MHz, DMSO-d6) δ ppm 11.... The product is N1=CC(=CC=C1)NC1=NC2=C(C=CC=C2C=C1)C1=CC=2C(NCCC2N1)=O (2-(2-(3-pyridinylamino)-8-quinolinyl)-1,5,6,7-tetrahydro-4H-pyrrolo[3,2-c]pyridin-4-one). Reaction SMILES: [NH2:1][C:2]1[CH:3]=[N:4][CH:5]=[CH:6][CH:7]=1.ClC1C=C[C:16]2[C:11](=[CH:12][C:13]([C:19]3[NH:27][C:26]4[CH2:25][CH2:24][NH:23][C:22](=[O:28])[C:21]=4[CH:20]=3)=[CH:14][CH:15]=2)N=1.[Li+].C[Si]([N-:34][Si](C)(C)C)(C)C.[CH2:39]1[CH2:43]OC[CH2:40]1>>[N:4]1[CH:5]=[CH:6][CH:7]=[C:2]([NH:1][C:43]2[CH:39]=[CH:40][C:11]3[C:12](=[C:13]([C:19]4[NH:27][C:26]5[CH2:25][CH2:24][NH:23][C:22](=[O:28])[C:21]=5[CH:20]=4)[CH:14]=[CH:15][CH:16]=3)[N:34]=2)[CH:3]=1 |f:2.3.4|. Conditions: temperature 25 celsius, time 2.5 hour. Starting materials: NC=1C=NC=CC1 (3-aminopyridine), ClC1=NC2=CC(=CC=C2C=C1)C1=CC=2C(NCCC2N1)=O (2-(2-chloroquinolin-7-yl)-6,7-dihydro-1H-pyrrolo[3,2-c]pyridin-4(5H)-one), [Li+].C[Si](C)(C)[N-][Si](C)(C)C.C1CCOC1 (LHMDS THF). Reaction SMILES: [CH3:1][C:2]1[CH:7]=[CH:6][C:5]([CH2:8][CH2:9][N:10]([C:13]2[CH:18]=[CH:17][C:16]([CH3:19])=[CH:15][CH:14]=2)[N:11]=O)=[CH:4][N:3]=1.[H-].[H-].[H-].[H-].[Li+].[Al+3]>C1COCC1>[CH3:1][C:2]1[N:3]=[CH:4][C:5]([CH2:8][CH2:9][N:10]([C:13]2[CH:14]=[CH:15][C:16]([CH3:19])=[CH:17][CH:18]=2)[NH2:11])=[CH:6][CH:7]=1 |f:1.2.3.4.5.6|. Procedure details: Crude 2-methyl-5-(N-nitroso-2-p-tolylaminoethyl)pyridine (612 mg, 2.4 mmol) was dissolved in dry THF (20 cm3) in a dry 3-neck flask under an argon atmosphere and cooled until the internal temperature was between 0-5° C. Solid LiAlH4 (290 mg, 7.7 mmol) was added and the reaction allowed to warm to room temperature. Following 2 hours stirring at room temperature, the reaction was again cooled to 0° C., and quenched with MeOH until no further gas evolution was observed (˜3 cm3). Saturated NaOH solu... Reaction conditions: time 2 hour. Starting materials: CC1=NC=C(C=C1)CCN(N=O)C1=CC=C(C=C1)C (2-methyl-5-(N-nitroso-2-p-tolylaminoethyl)pyridine), [H-].[H-].[H-].[H-].[Li+].[Al+3] (LiAlH4). The solvent is C1CCOC1 (THF). The product is CC1=CC=C(C=N1)CCN(N)C1=CC=C(C=C1)C (N-[2-(6-Methyl-pyridin-3-yl)-ethyl]-N-p-tolyl-hydrazine). Reactants: compound 5D, C(=O)([O-])[O-].[K+].[K+] (K2CO3), ClC1=NC=NC=C1I (4-chloro-5-iodopyrimidine), CN (methylamine), IC=1C(=NC=NC1)NC (5-iodo-N-methylpyrimidin-4-amine), B1(OC(C(O1)(C)C)(C)C)B2OC(C(O2)(C)C)(C)C (bis(pinacolato)diboron), CC(=O)[O-].[K+] (KOAc). The reagents and catalysts are C1=CC=C(C=C1)P([C-]2C=CC=C2)C3=CC=CC=C3.C1=CC=C(C=C1)P([C-]2C=CC=C2)C3=CC=CC=C3.Cl[Pd]Cl.[Fe+2] (PdCl2(dppf)), C1=CC=C(C=C1)P([C-]2C=CC=C2)C3=CC=CC=C3.C1=CC=C(C=C1)P([C-]2C=CC=C2)C3=CC=CC=C3.Cl[Pd]Cl.[Fe+2] (PdCl2(dppf)). The solvent is O (water), C(=O)([O-])[O-].[Na+].[Na+] (Na2CO3), O1CCOCC1 (dioxane). Reaction conditions: temperature 105 celsius. Yields the product IC=1C(=NC=NC1)NC (5-iodo-N-methylpyrimidin-4-amine), CO.N (MeOH NH3). As a reaction SMILES: ClC1C(I)=CN=C[N:3]=1.CN.[I:11][C:12]1[C:13]([NH:18][CH3:19])=[N:14][CH:15]=[N:16][CH:17]=1.B1(B2OC(C)(C)C(C)(C)O2)OC(C)(C)[C:22](C)(C)[O:21]1.CC([O-])=O.[K+].C([O-])([O-])=O.[K+].[K+]>O1CCOCC1.C([O-])([O-])=O.[Na+].[Na+].C1C=CC(P(C2C=CC=CC=2)[C-]2C=CC=C2)=CC=1.C1C=CC(P(C2C=CC=CC=2)[C-]2C=CC=C2)=CC=1.Cl[Pd]Cl.[Fe+2].O>[I:11][C:12]1[C:13]([NH:18][CH3:19])=[N:14][CH:15]=[N:16][CH:17]=1.[CH3:22][OH:21].[NH3:3] |f:4.5,6.7.8,10.11.12,13.14.15.16,19.20|. Procedure: 5-iodo-N-methylpyrimidin-4-amine (9A) was prepared from 4-chloro-5-iodopyrimidine and methylamine as described in WO2008100456. Compound 9A (37.5 mg, 0.160 mmol.) was then mixed with bis(pinacolato)diboron (46.6 mmg, 0.184 mmol), KOAc (78.3 mg, 0.798 mmol), and PdCl2(dppf) (32.6 mg, 0.040 mmol) in dioxane (2.0 mL). The mixture was heated at 105° C. overnight in a 5 mL sealed tube and then cooled to RT. The reaction was then treated with compound 5D (22.59 mg, 0.0800 mmol), K2CO3 (66.2 mg, 0.48 m... Starting materials: OC1[C@H](O)[C@@H](O)[C@H](O[C@H]2[C@H](O)[C@@H](O)[C@@H](O)[C@H](O2)CO)[C@H](O1)CO (lactose), O.O[C@@H]1[C@H](O)[C@@H](O)[C@H](O[C@H]2[C@H](O)[C@@H](O)[C@@H](O)[C@H](O2)CO)[C@H](O1)CO (α-lactose hydrate), O.O[C@@H]1[C@H](O)[C@@H](O)[C@H](O[C@H]2[C@H](O)[C@@H](O)[C@@H](O)[C@H](O2)CO)[C@H](O1)CO (α-lactose hydrate). Product: O[C@@H]1[C@H](O)[C@@H](O)[C@H](O[C@H]2[C@H](O)[C@@H](O)[C@@H](O)[C@H](O2)CO)[C@H](O1)CO (α-lactose). RXN SMILES: [OH:1][CH:2]1[O:21][C@H:20]([CH2:22][OH:23])[C@@H:7]([O:8][C@@H:9]2[O:17][C@H:16]([CH2:18][OH:19])[C@H:14]([OH:15])[C@H:12]([OH:13])[C@H:10]2[OH:11])[C@H:5]([OH:6])[C@H:3]1[OH:4].O.O[C@H]1O[C@H](CO)[C@@H](O[C@@H]2O[C@H](CO)[C@H](O)[C@H](O)[C@H]2O)[C@H](O)[C@H]1O>>[OH:1][C@H:2]1[O:21][C@H:20]([CH2:22][OH:23])[C@@H:7]([O:8][C@@H:9]2[O:17][C@H:16]([CH2:18][OH:19])[C@H:14]([OH:15])[C@H:12]([OH:13])[C@H:10]2[OH:11])[C@H:5]([OH:6])[C@H:3]1[OH:4] |f:1.2|. Procedure: As such it is already known to prepare anhydrous lactose from α-lactose hydrate. According to the U.S. Pat. No. 2,319,562 α-lactose hydrate is heated to a temperature, which is sufficiently high to set free the water of crystallization. However, the heated crystals must be present in a water vapour environment having a carefully controlled water vapour pressure. If the water vapour pressure is low, an unstable form of the anhydrous α-lactose is obtained. If the water vapour pressure is high, β-l... Reactants: CN, C=CC12CCc3cc(O)ccc3C1C(CCCCCCCl)CC1(C)C(O)CCC12, [Na+], [Na+], O=C([O-])[O-]. Yields the product C=CC12CCc3cc(O)ccc3C1C(CCCCCCNC)CC1(C)C(O)CCC12. As a reaction SMILES: [CH3:1][NH2:2].[Cl:9][CH2:10][CH2:11][CH2:12][CH2:13][CH2:14][CH2:15][CH:16]1[CH:17]2[c:18]3[cH:19][cH:20][c:21]([OH:37])[cH:22][c:23]3[CH2:24][CH2:25][C:26]2([CH:35]=[CH2:36])[CH:27]2[CH2:28][CH2:29][CH:30]([OH:34])[C:31]2([CH3:32])[CH2:33]1.[Na+:3].[Na+:4].[O-:5][C:6](=[O:7])[O-:8]>>[CH3:1][NH:2][CH2:10][CH2:11][CH2:12][CH2:13][CH2:14][CH2:15][CH:16]1[CH:17]2[c:18]3[cH:19][cH:20][c:21]([OH:37])[cH:22][c:23]3[CH2:24][CH2:25][C:26]2([CH:35]=[CH2:36])[CH:27]2[CH2:28][CH2:29][CH:30]([OH:34])[C:31]2([CH3:32])[CH2:33]1.